The task is: describe an organic reaction: reactants, conditions, products, and yield. This data is from the Open Reaction Database (ORD), a public repository of structured organic reaction records. Reactants: CC(C)(C)c1nsc(Cl)n1, Cc1cc(O)c(C)cc1N, CCOC(C)=O, CN(C)C=O, [H-], [Na+]. Yields the product Cc1cc(Oc2nc(C(C)(C)C)ns2)c(C)cc1N. As a reaction SMILES: [C:13]([CH3:14])([CH3:15])([CH3:16])[c:17]1[n:18][s:19][c:20]([Cl:22])[n:21]1.[CH3:1][c:2]1[c:3]([NH2:4])[cH:5][c:6]([CH3:10])[c:7]([OH:9])[cH:8]1.[CH3:23][CH2:24][O:25][C:26](=[O:27])[CH3:28].[CH3:29][N:30]([CH3:31])[CH:32]=[O:33].[H-:11].[Na+:12]>>[CH3:1][c:2]1[c:3]([NH2:4])[cH:5][c:6]([CH3:10])[c:7]([O:9][c:20]2[s:19][n:18][c:17]([C:13]([CH3:14])([CH3:15])[CH3:16])[n:21]2)[cH:8]1. Reactants: CO, CC1COc2c(F)c(F)c([N+](=O)[O-])c3c(=O)c(C(N)=O)cn1c23, O, O. Product: CC1COc2c(F)c(F)c(N)c3c(=O)c(C(N)=O)cn1c23. RXN SMILES: [CH3:25][OH:26].[F:1][c:2]1[c:3]([N+:21]([O-:22])=[O:23])[c:4]2[c:5](=[O:20])[c:6]([C:17](=[O:18])[NH2:19])[cH:7][n:8]3[c:9]2[c:10]([c:11]1[F:12])[O:13][CH2:14][CH:15]3[CH3:16].[OH2:24].[OH2:27]>>[F:1][c:2]1[c:3]([NH2:21])[c:4]2[c:5](=[O:20])[c:6]([C:17](=[O:18])[NH2:19])[cH:7][n:8]3[c:9]2[c:10]([c:11]1[F:12])[O:13][CH2:14][CH:15]3[CH3:16].